Dataset: the Open Reaction Database (ORD), a public repository of structured organic reaction records. Task: describe an organic reaction: reactants, conditions, products, and yield Reactants: NC1=NNC(=N1)SCC1=CC=CC=C1 (3-amino-5-benzylthio-1,2,4-triazole), C(C)C(C(=O)O)CC.C(C)C(C(=O)O)CC.C(CC=O)=O (malonaldehyde bis(diethylacetate)). The solvent is C(C)(=O)O (acetic acid). Yields the product C(C1=CC=CC=C1)SC1=NN2C(N=CC=C2)=N1 (2-benzylthio-1,2,4-triazolo[1,5-a]pyrimidine). Isolated yield 17.2%. RXN SMILES: [NH2:1][C:2]1[N:6]=[C:5]([S:7][CH2:8][C:9]2[CH:14]=[CH:13][CH:12]=[CH:11][CH:10]=2)[NH:4][N:3]=1.[CH2:15]([CH:17](CC)C(O)=O)[CH3:16].C(C(CC)C(O)=O)C.C(=O)CC=O>C(O)(=O)C>[CH2:8]([S:7][C:5]1[N:6]=[C:2]2[N:1]=[CH:16][CH:15]=[CH:17][N:3]2[N:4]=1)[C:9]1[CH:10]=[CH:11][CH:12]=[CH:13][CH:14]=1 |f:1.2.3|. Procedure details: A solution of 2.0 g (9.6 mmol) of 3-amino-5-benzylthio-1,2,4-triazole and 2.3 ml (9.6 mmol) of malonaldehyde bis(diethylacetate) in 20 ml of glacial acetic acid was heated at reflux for 17 hours. After cooling to room temperature, the solvent was removed by evaporation at reduced pressure. The brown solid residue was recrystallized from isopropyl alcohol to afford 0.4 g (17%) of the desired product as a light brown crystalline solid, m.p. 104°-106° C. IR and 1H NMR spectra were consistent with t... The reactants are CN (methylamine), FC(CCCC1=C(S(=O)(=O)[O-])C=CC(=C1)C)(C(C(C(C(C(C(C(F)(F)F)(F)F)(F)F)(F)F)(F)F)(F)F)(F)F)F (4,4,5,5,6,6,7,7,8,8,9,9,10,10,11,11,11-heptadecafluor-undecyltosylate), CN (methylamine). Run in O1CCCC1 (tetrahydrofuran). Reaction conditions: time 8 hour. Product: FC(CCCNC)(C(C(C(C(C(C(C(F)(F)F)(F)F)(F)F)(F)F)(F)F)(F)F)(F)F)F ((4,4,5,5,6,6,7,7,8,8,9,9,10,10,11,11,11-heptadecafluor-undecyl)-methyl-amine). Yield: 92.7%. RXN SMILES: [CH3:1][NH2:2].[F:3][C:4]([F:41])([C:19]([F:40])([F:39])[C:20]([F:38])([F:37])[C:21]([F:36])([F:35])[C:22]([F:34])([F:33])[C:23]([F:32])([F:31])[C:24]([F:30])([F:29])[C:25]([F:28])([F:27])[F:26])[CH2:5][CH2:6][CH2:7]C1C=C(C)C=CC=1S([O-])(=O)=O>O1CCCC1>[F:3][C:4]([F:41])([C:19]([F:40])([F:39])[C:20]([F:38])([F:37])[C:21]([F:36])([F:35])[C:22]([F:34])([F:33])[C:23]([F:32])([F:31])[C:24]([F:30])([F:29])[C:25]([F:28])([F:27])[F:26])[CH2:5][CH2:6][CH2:7][NH:2][CH3:1]. Reported procedure: 3.95 g of methylamine is condensed in a solution of 4.3 g of 4,4,5,5,6,6,7,7,8,8,9,9,10,10,11,11,11-heptadecafluor-undecyltosylate in 10 ml of absolute tetrahydrofuran at −20° C., and it is stirred overnight in a pressure vessel at room temperature. After the pressure vessel was opened at −20° C., it is allowed to come to room temperature to allow excess methylamine to evaporate off. The reaction solution is taken up in dichloromethane, washed with water, dried on magnesium sulfate and concentra... Reactants: CS(=O)(=O)c1ccc(CC(O)c2ccc(F)cc2)cc1, O=[Cr](=O)([O-])Cl, c1cc[nH+]cc1. Product: CS(=O)(=O)c1ccc(CC(=O)c2ccc(F)cc2)cc1. Reaction SMILES: [F:1][c:2]1[cH:3][cH:4][c:5]([CH:8]([CH2:9][c:10]2[cH:11][cH:12][c:13]([S:16](=[O:17])(=[O:18])[CH3:19])[cH:14][cH:15]2)[OH:20])[cH:6][cH:7]1.[O:21]=[Cr:22]([Cl:23])([O-:24])=[O:25].[nH+:26]1[cH:27][cH:28][cH:29][cH:30][cH:31]1>>[F:1][c:2]1[cH:3][cH:4][c:5]([C:8]([CH2:9][c:10]2[cH:11][cH:12][c:13]([S:16](=[O:17])(=[O:18])[CH3:19])[cH:14][cH:15]2)=[O:20])[cH:6][cH:7]1. Starting materials: N([C@@H]([C@H](OC(C)(C)C)C)C(=O)N[C@@H](CCC(N)=O)C(=O)N[C@@H](CC(N)=O)C(=O)N[C@@H](CC1=CC=CC=C1)C(=O)OC)C(=O)OCC1=CC=CC=C1 (Z-Thr(tBu)-Gln-Asn-Phe-OCH3). The reagents and catalysts are [C].[Pd] (palladium carbon). Run in CO (methanol). Product: N[C@@H]([C@H](OC(C)(C)C)C)C(=O)N[C@@H](CCC(N)=O)C(=O)N[C@@H](CC(N)=O)C(=O)N[C@@H](CC1=CC=CC=C1)C(=O)OC (H-Thr(tBu)-Gln-Asn-Phe-OCH3). Reaction SMILES: [NH:1](C(OCC1C=CC=CC=1)=O)[C@H:2]([C:10]([NH:12][C@H:13]([C:19]([NH:21][C@H:22]([C:27]([NH:29][C@H:30]([C:38]([O:40][CH3:41])=[O:39])[CH2:31][C:32]1[CH:37]=[CH:36][CH:35]=[CH:34][CH:33]=1)=[O:28])[CH2:23][C:24](=[O:26])[NH2:25])=[O:20])[CH2:14][CH2:15][C:16](=[O:18])[NH2:17])=[O:11])[C@@H:3]([CH3:9])[O:4][C:5]([CH3:8])([CH3:7])[CH3:6]>CO.[C].[Pd]>[NH2:1][C@H:2]([C:10]([NH:12][C@H:13]([C:19]([NH:21][C@H:22]([C:27]([NH:29][C@H:30]([C:38]([O:40][CH3:41])=[O:39])[CH2:31][C:32]1[CH:33]=[CH:34][CH:35]=[CH:36][CH:37]=1)=[O:28])[CH2:23][C:24](=[O:26])[NH2:25])=[O:20])[CH2:14][CH2:15][C:16](=[O:18])[NH2:17])=[O:11])[C@@H:3]([CH3:9])[O:4][C:5]([CH3:7])([CH3:6])[CH3:8] |f:2.3|. Reported procedure: 6.31 g of Z-Thr(tBu)-Gln-Asn-Phe-OCH3 and 700 mg of palladium carbon are hydrogenated together at room temperature in 600 ml of methanol in a shaking vessel. The substance gradually passes into solution. The amorphous evaporation residue is used for the next condensation as it is.